Dataset: the Open Reaction Database (ORD), a public repository of structured organic reaction records. Task: describe an organic reaction: reactants, conditions, products, and yield The reactants are C(C1=CC=CC=C1)OC1=C(C=O)C=CC=C1 (2-(benzyloxy)benzaldehyde), C(=C)[Mg]Br (vinylmagnesium bromide). The solvent is C1CCOC1 (THF). The product is C(C1=CC=CC=C1)OC1=C(C=CC=C1)C(C=C)O (1-(2-(benzyloxy)phenyl)-2-propen-1-ol). Reaction SMILES: [CH2:1]([O:8][C:9]1[CH:16]=[CH:15][CH:14]=[CH:13][C:10]=1[CH:11]=[O:12])[C:2]1[CH:7]=[CH:6][CH:5]=[CH:4][CH:3]=1.[CH:17]([Mg]Br)=[CH2:18]>C1COCC1>[CH2:1]([O:8][C:9]1[CH:16]=[CH:15][CH:14]=[CH:13][C:10]=1[CH:11]([OH:12])[CH:17]=[CH2:18])[C:2]1[CH:3]=[CH:4][CH:5]=[CH:6][CH:7]=1. Reported procedure: 2-(benzyloxy)benzaldehyde (5g, 23.6 mmol) was reacted with vinylmagnesium bromide in THF (90 ml) at 0 C. The reaction was quenched with 2 N HCl and the product was extracted in i-PrOAc, dried over Na2SO4 and purified by flash chromatography with EtOAc:toluene 2.5:97.5. The reactants are CCCS(=O)(=O)Nc1ccc(F)c(CN(C(=O)OC(C)(C)C)c2ccc(C=O)cn2)c1F, CC(C)[Mg+], [Cl-], [Cl-], CC(C)[Si](C(C)C)(C(C)C)n1cc(I)c2cccnc21, [NH4+], C1CCOC1. Yields the product CCCS(=O)(=O)Nc1ccc(F)c(CN(C(=O)OC(C)(C)C)c2ccc(C(O)c3cn([Si](C(C)C)(C(C)C)C(C)C)c4ncccc34)cn2)c1F. Reaction SMILES: [C:26]([CH3:27])([CH3:28])([CH3:29])[O:30][C:31]([N:32]([c:33]1[n:34][cH:35][c:36]([CH:39]=[O:40])[cH:37][cH:38]1)[CH2:41][c:42]1[c:43]([F:56])[c:44]([NH:49][S:50](=[O:51])(=[O:52])[CH2:53][CH2:54][CH3:55])[cH:45][cH:46][c:47]1[F:48])=[O:57].[CH:22]([Mg+:23])([CH3:24])[CH3:25].[Cl-:21].[Cl-:58].[I:1][c:2]1[cH:3][n:4]([Si:11]([CH:12]([CH3:13])[CH3:14])([CH:15]([CH3:16])[CH3:17])[CH:18]([CH3:19])[CH3:20])[c:5]2[n:6][cH:7][cH:8][cH:9][c:10]12.[NH4+:59].[O:60]1[CH2:61][CH2:62][CH2:63][CH2:64]1>>[c:2]1([CH:39]([c:36]2[cH:35][n:34][c:33]([N:32]([C:31]([O:30][C:26]([CH3:27])([CH3:28])[CH3:29])=[O:57])[CH2:41][c:42]3[c:43]([F:56])[c:44]([NH:49][S:50](=[O:51])(=[O:52])[CH2:53][CH2:54][CH3:55])[cH:45][cH:46][c:47]3[F:48])[cH:38][cH:37]2)[OH:40])[cH:3][n:4]([Si:11]([CH:12]([CH3:13])[CH3:14])([CH:15]([CH3:16])[CH3:17])[CH:18]([CH3:19])[CH3:20])[c:5]2[n:6][cH:7][cH:8][cH:9][c:10]12. Starting materials: cuprous chloride, ice water hydrochloric acid, BrC1=CC=C(O1)C(=O)O (5-bromofuroic acid), C(CCCCCCCCCCC)O (dodecanol), [H-].[Na+] (sodium hydride). Run in N1=CC=CC=C1 (pyridine). Run at temperature 100 celsius, time 20 hour. The product is C(CCCCCCCCCCC)OC1=CC=C(O1)C(=O)O (5-dodecyloxy-2-furoic acid). RXN SMILES: Br[C:2]1[O:6][C:5]([C:7]([OH:9])=[O:8])=[CH:4][CH:3]=1.[CH2:10]([OH:22])[CH2:11][CH2:12][CH2:13][CH2:14][CH2:15][CH2:16][CH2:17][CH2:18][CH2:19][CH2:20][CH3:21].[H-].[Na+]>N1C=CC=CC=1>[CH2:10]([O:22][C:2]1[O:6][C:5]([C:7]([OH:9])=[O:8])=[CH:4][CH:3]=1)[CH2:11][CH2:12][CH2:13][CH2:14][CH2:15][CH2:16][CH2:17][CH2:18][CH2:19][CH2:20][CH3:21] |f:2.3|. Reported procedure: A mixture of 30.0 g (0.157 mole) of 5-bromofuroic acid, 29.4 g (0.157 mole) of dodecanol and 500 ml of pyridine is flushed with nitrogen and stirred at room temperature after which 7.55 g (0.314 mole) of sodium hydride is added. The mixture is heated to 100° C. for 20 hours, then refluxed 1 hour after which 2.0 g of cuprous chloride is added. The mixture is refluxed with stirring under nitrogen for 20 hours, then poured into an ice-water-hydrochloric acid mixture with stirring and filtered. The ... Starting materials: CC(C)([O-])C.[K+] (potassium t-butoxide), C(C)OC(CN=C(C1=CC=CC=C1)C1=CC=CC=C1)=O ((Benzhydrylidene-amino)-acetic acid ethyl ester), BrCC1=C(C=C(C=C1)Cl)C (1-Bromomethyl-4-chloro-2-methyl-benzene). The solvent is C(C)(=O)OCC (ethyl acetate), CS(=O)C (DMSO). Reaction conditions: time 20 minute. The product is C(C)OC(C(CC1=C(C=C(C=C1)Cl)C)N=C(C1=CC=CC=C1)C1=CC=CC=C1)=O (2-(Benzhydrylidene-amino)-3-(4-chloro-2-methyl-phenyl)-propionic acid ethyl ester). Isolated yield 50.1%. RXN SMILES: [CH2:1]([O:3][C:4](=[O:20])[CH2:5][N:6]=[C:7]([C:14]1[CH:19]=[CH:18][CH:17]=[CH:16][CH:15]=1)[C:8]1[CH:13]=[CH:12][CH:11]=[CH:10][CH:9]=1)[CH3:2].CC(C)([O-])C.[K+].Br[CH2:28][C:29]1[CH:34]=[CH:33][C:32]([Cl:35])=[CH:31][C:30]=1[CH3:36]>CS(C)=O.C(OCC)(=O)C>[CH2:1]([O:3][C:4](=[O:20])[CH:5]([N:6]=[C:7]([C:14]1[CH:19]=[CH:18][CH:17]=[CH:16][CH:15]=1)[C:8]1[CH:9]=[CH:10][CH:11]=[CH:12][CH:13]=1)[CH2:28][C:29]1[CH:34]=[CH:33][C:32]([Cl:35])=[CH:31][C:30]=1[CH3:36])[CH3:2] |f:1.2|. Procedure: To a solution containing (Benzhydrylidene-amino)-acetic acid ethyl ester (2.3 g, 8.6 mmol) in 50 mL of DMSO under a nitrogen atmosphere was added potassium t-butoxide (1.2 g, 11 mmol) After stirring for 20 minutes, 1-Bromomethyl-4-chloro-2-methyl-benzene (1.89 g, 8.6 mmol) was added and the reaction allowed to stir at room temperature overnight. The reaction was diluted with ethyl acetate and washed with brine. The organic phase was dried over magnesium sulfate. Filtration, removal of solvent an...